Dataset: the Open Reaction Database (ORD), a public repository of structured organic reaction records. Task: describe an organic reaction: reactants, conditions, products, and yield Reaction SMILES: [CH2:38]1[O:39][CH2:40][CH2:41][CH2:42]1.[CH3:1][O:2][C:3]([c:4]1[cH:5][cH:6][c:7]([O:10][CH2:11][CH2:12][N:13]([C:14]([CH:15]=[CH:16][CH3:17])=[O:18])[c:19]2[cH:20][c:21]3[c:22]([o:23]2)[cH:24][cH:25][cH:26][c:27]3[N:28]2[CH2:29][CH2:30][CH2:31]2)[cH:8][cH:9]1)=[O:32].[CH3:35][OH:36].[ClH:37].[NH2:33][OH:34].[Na+:45].[OH-:44].[OH2:43]>>[C:3]([c:4]1[cH:5][cH:6][c:7]([O:10][CH2:11][CH2:12][N:13]([C:14]([CH:15]=[CH:16][CH3:17])=[O:18])[c:19]2[cH:20][c:21]3[c:22]([o:23]2)[cH:24][cH:25][cH:26][c:27]3[N:28]2[CH2:29][CH2:30][CH2:31]2)[cH:8][cH:9]1)(=[O:32])[NH:33][OH:34].[ClH:37]. The reactants are C1CCOC1, CC=CC(=O)N(CCOc1ccc(C(=O)OC)cc1)c1cc2c(N3CCC3)cccc2o1, CO, Cl, NO, [Na+], [OH-], O. Yields the product CC=CC(=O)N(CCOc1ccc(C(=O)NO)cc1)c1cc2c(N3CCC3)cccc2o1, Cl. The product is CC1=C(C=CC=C1)N1CCC=2C(=NC=3C(=CC=CC3C21)C)N (1-(2-methylphenyl)-4-amino-6-methyl-2,3-dihydropyrrolo[3,2-c]quinoline). Isolated yield 15.2%. The solvent is C1(=CC=CC=C1)OC1=CC=CC=C1 (diphenyl ether). RXN SMILES: [CH3:1][C:2]1[CH:7]=[CH:6][CH:5]=[CH:4][C:3]=1[N:8]1[C:20]2[C:19]3[CH:18]=[CH:17][CH:16]=[C:15]([CH3:21])[C:14]=3[NH:13][C:12](=O)[C:11]=2[CH2:10][CH2:9]1.P(N)([NH2:32])(=O)OC1C=CC=CC=1.[OH-].[Na+]>C1(OC2C=CC=CC=2)C=CC=CC=1>[CH3:1][C:2]1[CH:7]=[CH:6][CH:5]=[CH:4][C:3]=1[N:8]1[C:20]2[C:19]3[CH:18]=[CH:17][CH:16]=[C:15]([CH3:21])[C:14]=3[N:13]=[C:12]([NH2:32])[C:11]=2[CH2:10][CH2:9]1 |f:2.3|. The reactants are CC1=C(C=CC=C1)N1CCC=2C(NC=3C(=CC=CC3C21)C)=O (1-(2-methylphenyl)-4-oxo-6-methyl-2,3,4,5-tetrahydropyrrolo[3,2-c]quinoline), [OH-].[Na+] (sodium hydroxide), P(OC1=CC=CC=C1)(=O)(N)N (phenyl phosphorodiamidate), P(OC1=CC=CC=C1)(=O)(N)N (phenyl phosphorodiamidate). Run at temperature 230 celsius. Procedure: Impure 1-(2-methylphenyl)-4-oxo-6-methyl-2,3,4,5-tetrahydropyrrolo[3,2-c]quinoline (10.0 g) and phenyl phosphorodiamidate (12 g) were fused at 230° C. After 30 minutes the mixture was diluted with diphenyl ether (50 ml), further phenyl phosphorodiamidate (4 g) added, and heated for a further 30minutes at 230° C. Aqueous sodium hydroxide was added and the product extracted into dichloromethane. Chromatography (silica gel, 3% methanolic ammonia in dichloromethane) to remove unchanged starting mate...